From a dataset of the Open Reaction Database (ORD), a public repository of structured organic reaction records. describe an organic reaction: reactants, conditions, products, and yield The reactants are OCc1ccccc1-c1cccc(OCc2ccccc2)c1, ClCCl, O=S(Cl)Cl. Yields the product ClCc1ccccc1-c1cccc(OCc2ccccc2)c1. RXN SMILES: [CH2:1]([c:2]1[cH:3][cH:4][cH:5][cH:6][cH:7]1)[O:8][c:9]1[cH:10][c:11](-[c:15]2[c:16]([CH2:21][OH:22])[cH:17][cH:18][cH:19][cH:20]2)[cH:12][cH:13][cH:14]1.[Cl:27][CH2:28][Cl:29].[S:23]([Cl:24])([Cl:25])=[O:26]>>[CH2:1]([c:2]1[cH:3][cH:4][cH:5][cH:6][cH:7]1)[O:8][c:9]1[cH:10][c:11](-[c:15]2[c:16]([CH2:21][Cl:25])[cH:17][cH:18][cH:19][cH:20]2)[cH:12][cH:13][cH:14]1. The reactants are BrC=1C=C(C(=NC1)OC)C1=NC2=C(N1)CCCC2 (2-(5-bromo-2-methoxypyridin-3-yl)-4,5,6,7-tetrahydro-1H-benzo[d]imidazole). The solvent is Br.CC(=O)O (HBr AcOH). The product is BrC=1C=C(C(=NC1)O)C1=NC2=C(N1)CCCC2 (5-bromo-3-(4,5,6,7-tetrahydro-1H-benzo[d]imidazol-2-yl)pyridin-2-ol). Yield: 130.8%. Reaction SMILES: [Br:1][C:2]1[CH:3]=[C:4]([C:10]2[NH:14][C:13]3[CH2:15][CH2:16][CH2:17][CH2:18][C:12]=3[N:11]=2)[C:5]([O:8]C)=[N:6][CH:7]=1>Br.CC(O)=O>[Br:1][C:2]1[CH:3]=[C:4]([C:10]2[NH:11][C:12]3[CH2:18][CH2:17][CH2:16][CH2:15][C:13]=3[N:14]=2)[C:5]([OH:8])=[N:6][CH:7]=1 |f:1.2|. Procedure: To a solution of 2-(5-bromo-2-methoxypyridin-3-yl)-4,5,6,7-tetrahydro-1H-benzo[d]imidazole (0.8 g, 2.6 mmol) in HBr/AcOH (10 mL), was heated to 100° C. for 12 hours. The solvent was removed off and the resulting residue was washed with dichloromethane (2*20 mL), then dry to provide 5-bromo-3-(4,5,6,7-tetrahydro-1H-benzo[d]imidazol-2-yl)pyridin-2-ol (1 g, yield 100%) as a solid. 1HNMR (400 MHz, DMSO) δ 13.87 (br, 2H), 8.40 (d, J=2.7 Hz, 1H), 8.03 (d, J=2.7 Hz, 1H), 2.61 (s, 4H), 1.76 (s, 4H). MS ... Starting materials: C(C)(C)N1CCC(CC1)NCC=1SC=CN1 ((1-isopropyl-piperidin-4-yl)-thiazol-2-ylmethyl-amine), O=C1N(C(C2=CC=CC=C12)=O)CCS(=O)(=O)Cl (2-(1,3-dioxo-1,3-dihydro-isoindol-2-yl)-ethanesulfonyl chloride). RXN SMILES: [CH:1]([N:4]1[CH2:9][CH2:8][CH:7]([NH:10][CH2:11][C:12]2[S:13][CH:14]=[CH:15][N:16]=2)[CH2:6][CH2:5]1)([CH3:3])[CH3:2].[O:17]=[C:18]1[C:26]2[C:21](=[CH:22][CH:23]=[CH:24][CH:25]=2)[C:20](=[O:27])[N:19]1[CH2:28][CH2:29][S:30](Cl)(=[O:32])=[O:31]>>[CH:1]([N:4]1[CH2:9][CH2:8][CH:7]([N:10]([CH2:11][C:12]2[S:13][CH:14]=[CH:15][N:16]=2)[S:30]([CH2:29][CH2:28][N:19]2[C:18](=[O:17])[C:26]3[C:21](=[CH:22][CH:23]=[CH:24][CH:25]=3)[C:20]2=[O:27])(=[O:31])=[O:32])[CH2:6][CH2:5]1)([CH3:3])[CH3:2]. Reported procedure: 2-(1,3-Dioxo-1,3-dihydro-isoindol-2-yl)-ethanesulfonic acid (1-isopropyl-piperidin-4-yl)-thiazol-2-ylmethyl-amide was prepared by an analogous procedure as described for example 1 i) starting from 217 mg (0.91 mmol) (1-isopropyl-piperidin-4-yl)-thiazol-2-ylmethyl-amine and 250 mg (1 equiv.) 2-(1,3-dioxo-1,3-dihydro-isoindol-2-yl)-ethanesulfonyl chloride. Purification by flash chromatography on silica gel (eluent: CH2Cl2/MeOH) gave pure 2-(1,3-dioxo-1,3-dihydro-isoindol-2-yl)-ethanesulfonic acid ... Yields the product C(C)(C)N1CCC(CC1)N(S(=O)(=O)CCN1C(C2=CC=CC=C2C1=O)=O)CC=1SC=CN1 (2-(1,3-dioxo-1,3-dihydro-isoindol-2-yl)-ethanesulfonic acid (1-isopropyl-piperidin-4-yl)-thiazol-2-ylmethyl-amide). Reactants: Br, O=C([O-])O, Cc1cccc(CC(=O)c2ccc3nnn(C)c3c2)n1, CS(C)=O, [Na+], O. The product is Cc1cccc(C(=O)C(=O)c2ccc3nnn(C)c3c2)n1. RXN SMILES: [BrH:21].[C:23]([OH:24])(=[O:25])[O-:26].[CH3:1][n:2]1[n:3][n:4][c:5]2[c:6]1[cH:7][c:8]([C:11]([CH2:12][c:13]1[n:14][c:15]([CH3:19])[cH:16][cH:17][cH:18]1)=[O:20])[cH:9][cH:10]2.[CH3:28][S:29](=[O:30])[CH3:31].[Na+:27].[OH2:22]>>[CH3:1][n:2]1[n:3][n:4][c:5]2[c:6]1[cH:7][c:8]([C:11]([C:12]([c:13]1[n:14][c:15]([CH3:19])[cH:16][cH:17][cH:18]1)=[O:24])=[O:20])[cH:9][cH:10]2.